describe an organic reaction: reactants, conditions, products, and yield From a dataset of the Open Reaction Database (ORD), a public repository of structured organic reaction records. The reactants are C1CCOC1, [Li]CCCC, CC(C)(C)OC(=O)N1CCC(C2CCN(c3ccc(I)cc3)CC2)CC1, c1cocn1. The product is CC(C)(C)OC(=O)N1CCC(C2CCN(c3ccc(-c4ncco4)cc3)CC2)CC1. RXN SMILES: [CH2:37]1[O:38][CH2:39][CH2:40][CH2:41]1.[CH3:1][CH2:2][CH2:3][CH2:4][Li:5].[I:11][c:12]1[cH:13][cH:14][c:15]([N:18]2[CH2:19][CH2:20][CH:21]([CH:24]3[CH2:25][CH2:26][N:27]([C:30](=[O:31])[O:32][C:33]([CH3:34])([CH3:35])[CH3:36])[CH2:28][CH2:29]3)[CH2:22][CH2:23]2)[cH:16][cH:17]1.[o:6]1[cH:7][n:8][cH:9][cH:10]1>>[o:6]1[c:7](-[c:12]2[cH:13][cH:14][c:15]([N:18]3[CH2:19][CH2:20][CH:21]([CH:24]4[CH2:25][CH2:26][N:27]([C:30](=[O:31])[O:32][C:33]([CH3:34])([CH3:35])[CH3:36])[CH2:28][CH2:29]4)[CH2:22][CH2:23]3)[cH:16][cH:17]2)[n:8][cH:9][cH:10]1. The reactants are BrC=1C=C(C=CC1)C=1N=C(SC1)N(S(=O)(=O)C1=CC=C(C=C1)C)COC (N-[4-(3-bromo-phenyl)-thiazol-2-yl]-N-methoxymethyl-4-methyl-benzenesulfonamide), [Cl-].[Li+] (lithium chloride), C1(=CC=CC=C1)OB(O)O (phenylboric acid), C([O-])([O-])=O.[K+].[K+] (potassium carbonate). Run in O (water), C1(=CC=CC=C1)C (toluene). Yields the product C1(=CC(=CC=C1)C=1N=C(SC1)N(S(=O)(=O)C1=CC=C(C=C1)C)COC)C1=CC=CC=C1 (N-(4-biphenyl-3-yl-thiazol-2-yl)-N-methoxymethyl-4-methyl-benzenesulfonamide). Conditions: time 8 hour. As a reaction SMILES: Br[C:2]1[CH:3]=[C:4]([C:8]2[N:9]=[C:10]([N:13]([CH2:24][O:25][CH3:26])[S:14]([C:17]3[CH:22]=[CH:21][C:20]([CH3:23])=[CH:19][CH:18]=3)(=[O:16])=[O:15])[S:11][CH:12]=2)[CH:5]=[CH:6][CH:7]=1.[Cl-].[Li+].[C:29]1(OB(O)O)[CH:34]=[CH:33][CH:32]=[CH:31][CH:30]=1.C(=O)([O-])[O-].[K+].[K+]>C1(C)C=CC=CC=1.C1C=CC([P]([Pd]([P](C2C=CC=CC=2)(C2C=CC=CC=2)C2C=CC=CC=2)([P](C2C=CC=CC=2)(C2C=CC=CC=2)C2C=CC=CC=2)[P](C2C=CC=CC=2)(C2C=CC=CC=2)C2C=CC=CC=2)(C2C=CC=CC=2)C2C=CC=CC=2)=CC=1.O>[C:2]1([C:29]2[CH:34]=[CH:33][CH:32]=[CH:31][CH:30]=2)[CH:7]=[CH:6][CH:5]=[C:4]([C:8]2[N:9]=[C:10]([N:13]([CH2:24][O:25][CH3:26])[S:14]([C:17]3[CH:22]=[CH:21][C:20]([CH3:23])=[CH:19][CH:18]=3)(=[O:16])=[O:15])[S:11][CH:12]=2)[CH:3]=1 |f:1.2,4.5.6,^1:55,57,76,95|. Reagents/catalysts: C=1C=CC(=CC1)[P](C=2C=CC=CC2)(C=3C=CC=CC3)[Pd]([P](C=4C=CC=CC4)(C=5C=CC=CC5)C=6C=CC=CC6)([P](C=7C=CC=CC7)(C=8C=CC=CC8)C=9C=CC=CC9)[P](C=1C=CC=CC1)(C=1C=CC=CC1)C=1C=CC=CC1 (tetrakis(triphenylphosphine)palladium). Reported procedure: A solution of 0.5 g of N-[4-(3-bromo-phenyl)-thiazol-2-yl]-N-methoxymethyl-4-methyl-benzenesulfonamide in 8 ml of toluene was treated in succession with 0.1 g of anhydrous lithium chloride, 60 mg of tetrakis(triphenylphosphine)palladium, 0.23 g of phenylboric acid and 2 ml of 2N potassium carbonate solution. The mixture was boiled overnight, cooled and, after the addition of water, extracted with ethyl acetate. The organic phases were combined, dried with magnesium sulphate and concentrated. The...